Dataset: the Open Reaction Database (ORD), a public repository of structured organic reaction records. Task: describe an organic reaction: reactants, conditions, products, and yield The reactants are CCOOP(=O)(OOCC)C(CC(=O)O)(OC(=O)OC(C)(C)C)P(=O)(OOCC)OOCC, CCOOP(=O)(OOCC)C(CC(=O)Cl)(OC(=O)OC(C)(C)C)P(=O)(OOCC)OOCC, CON=C(C(=O)O)c1csc(N)n1, [Cl-], O=C(O)CC(O)(P(=O)(O)O)P(=O)(O)O, c1ccncc1. Yields the product CCOOP(=O)(OOCC)C(CC(=O)Nc1nc(C(=NOC)C(=O)O)cs1)(OC(=O)OC(C)(C)C)P(=O)(OOCC)OOCC. As a reaction SMILES: [C:15]([O:16][C:17]([O:18][C:19]([P:20]([O:21][O:22][CH2:23][CH3:24])([O:25][O:26][CH2:27][CH3:28])=[O:29])([P:30]([O:31][O:32][CH2:33][CH3:34])([O:35][O:36][CH2:37][CH3:38])=[O:39])[CH2:40][C:41]([OH:42])=[O:43])=[O:44])([CH3:45])([CH3:46])[CH3:47].[C:48]([CH3:49])([CH3:50])([CH3:51])[O:52][C:53](=[O:54])[O:55][C:56]([CH2:57][C:58](=[O:59])[Cl:60])([P:61](=[O:62])([O:63][O:64][CH2:65][CH3:66])[O:67][O:68][CH2:69][CH3:70])[P:71](=[O:72])([O:73][O:74][CH2:75][CH3:76])[O:77][O:78][CH2:79][CH3:80].[CH3:82][O:83][N:84]=[C:85]([C:86](=[O:87])[OH:88])[c:89]1[n:90][c:91]([NH2:94])[s:92][cH:93]1.[Cl-:81].[OH:1][C:2]([P:3]([OH:4])([OH:5])=[O:6])([P:7]([OH:8])([OH:9])=[O:10])[CH2:11][C:12]([OH:13])=[O:14].[cH:95]1[cH:96][cH:97][n:98][cH:99][cH:100]1>>[C:48]([CH3:49])([CH3:50])([CH3:51])[O:52][C:53](=[O:54])[O:55][C:56]([CH2:57][C:58](=[O:59])[NH:94][c:91]1[n:90][c:89]([C:85](=[N:84][O:83][CH3:82])[C:86](=[O:87])[OH:88])[cH:93][s:92]1)([P:61](=[O:62])([O:63][O:64][CH2:65][CH3:66])[O:67][O:68][CH2:69][CH3:70])[P:71](=[O:72])([O:73][O:74][CH2:75][CH3:76])[O:77][O:78][CH2:79][CH3:80]. Starting materials: CCOC(=O)Cc1cnc(Cl)nc1Cl, CCO, [Zn]. Product: CCOC(=O)Cc1cnc(Cl)nc1. Reaction SMILES: [CH2:1]([CH3:2])[O:3][C:4]([CH2:5][c:6]1[c:7]([Cl:13])[n:8][c:9]([Cl:12])[n:10][cH:11]1)=[O:14].[CH3:15][CH2:16][OH:17].[Zn:18]>>[CH2:1]([CH3:2])[O:3][C:4]([CH2:5][c:6]1[cH:7][n:8][c:9]([Cl:12])[n:10][cH:11]1)=[O:14].